From a dataset of the Open Reaction Database (ORD), a public repository of structured organic reaction records. describe an organic reaction: reactants, conditions, products, and yield Reactants: C(C1=CC=CC=C1)(=O)CN1CCC(CC1)N1C(NC2=CC=CC=C2C1)=O (1-benzoylmethyl-4-[3,4-dihydro-2(1H)-quinazolinon-3-yl]-piperidine), [BH4-].[Na+] (sodium borohydride). Solvent: CO (methanol). Product: C1(=CC=CC=C1)C(CN1CCC(CC1)N1C(NC2=CC=CC=C2C1)=O)O (1-(2-Phenyl-2-hydroxyethyl)-4-[3,4-dihydro-2(1H)-quinazolinon-3-yl]-piperidine). The yield is 63.5%. Reaction SMILES: [C:1]([CH2:9][N:10]1[CH2:15][CH2:14][CH:13]([N:16]2[CH2:25][C:24]3[C:19](=[CH:20][CH:21]=[CH:22][CH:23]=3)[NH:18][C:17]2=[O:26])[CH2:12][CH2:11]1)(=[O:8])[C:2]1[CH:7]=[CH:6][CH:5]=[CH:4][CH:3]=1.[BH4-].[Na+]>CO>[C:2]1([CH:1]([OH:8])[CH2:9][N:10]2[CH2:11][CH2:12][CH:13]([N:16]3[CH2:25][C:24]4[C:19](=[CH:20][CH:21]=[CH:22][CH:23]=4)[NH:18][C:17]3=[O:26])[CH2:14][CH2:15]2)[CH:7]=[CH:6][CH:5]=[CH:4][CH:3]=1 |f:1.2|. Procedure details: In this example, 2.30 g of 1-benzoylmethyl-4-[3,4-dihydro-2(1H)-quinazolinon-3-yl]-piperidine and 100 ml of methanol are mixed and stirred at room temperature. To the stirred mixture, 1.5 g of sodium borohydride is added over a period of 5 hours. Then, the mixture is stirred overnight at room temperature. The white crystals deposited are separated by filtration, successively washed with methanol and water and dried to obtain 2.06 g of a crude product. The crude product is recrystallized from a m... The reactants are C=CCN1CCN(C(=O)OC(C)(C)C)CC1=O, CCOC(C)=O, Cl. The product is C=CCN1CCNCC1=O, Cl. As a reaction SMILES: [CH2:1]([CH:2]=[CH2:3])[N:4]1[C:5](=[O:17])[CH2:6][N:7]([C:10]([O:11][C:12]([CH3:13])([CH3:14])[CH3:15])=[O:16])[CH2:8][CH2:9]1.[CH3:19][CH2:20][O:21][C:22]([CH3:23])=[O:24].[ClH:18]>>[CH2:1]([CH:2]=[CH2:3])[N:4]1[C:5](=[O:17])[CH2:6][NH:7][CH2:8][CH2:9]1.[ClH:18]. As a reaction SMILES: [CH2:33]([N:34]=[C:35]=[N:36][CH2:37][CH2:38][CH2:39][N:40]([CH3:41])[CH3:42])[CH3:43].[ClH:32].[NH2:17][c:18]1[cH:19][cH:20][c:21]([CH2:22][CH:23]2[C:24](=[O:29])[NH:25][C:26](=[O:28])[S:27]2)[cH:30][cH:31]1.[OH2:54].[OH:1][c:2]1[cH:3][c:4]([CH3:16])[cH:5][c:6]2[c:7]1[c:8](=[O:15])[cH:9][c:10]([C:12](=[O:13])[OH:14])[o:11]2.[OH:44][n:45]1[c:46]2[cH:47][cH:48][cH:49][cH:50][c:51]2[n:52][n:53]1>>[OH:1][c:2]1[cH:3][c:4]([CH3:16])[cH:5][c:6]2[c:7]1[c:8](=[O:15])[cH:9][c:10]([C:12](=[O:14])[NH:17][c:18]1[cH:19][cH:20][c:21]([CH2:22][CH:23]3[C:24](=[O:29])[NH:25][C:26](=[O:28])[S:27]3)[cH:30][cH:31]1)[o:11]2. The reactants are CCN=C=NCCCN(C)C, Cl, Nc1ccc(CC2SC(=O)NC2=O)cc1, O, Cc1cc(O)c2c(=O)cc(C(=O)O)oc2c1, On1nnc2ccccc21. The product is Cc1cc(O)c2c(=O)cc(C(=O)Nc3ccc(CC4SC(=O)NC4=O)cc3)oc2c1. Reactants: CC(C)(C)OC(=O)NC(C)(C)C(=O)O, NC1CCc2ccccc2NC1=O. Product: CC(C)(C)OC(=O)NC(C)(C)C(=O)NC1CCc2ccccc2NC1=O. As a reaction SMILES: [C:1]([CH3:2])([CH3:3])([CH3:4])[O:5][C:6](=[O:7])[NH:8][C:9]([C:10](=[O:11])[OH:12])([CH3:13])[CH3:14].[NH2:15][CH:16]1[C:17](=[O:27])[NH:18][c:19]2[c:20]([cH:23][cH:24][cH:25][cH:26]2)[CH2:21][CH2:22]1>>[C:1]([CH3:2])([CH3:3])([CH3:4])[O:5][C:6](=[O:7])[NH:8][C:9]([C:10](=[O:12])[NH:15][CH:16]1[C:17](=[O:27])[NH:18][c:19]2[c:20]([cH:23][cH:24][cH:25][cH:26]2)[CH2:21][CH2:22]1)([CH3:13])[CH3:14]. Starting materials: [N+](=O)([O-])C=1C=C(C=CC1)N1N=NN=C1 (1-(3-nitrophenyl)-1H-tetrazole). The solvent is CO (methanol). Conditions: time 3 hour. Product: NC=1C=C(C=CC1)N1N=NN=C1 (1-(3-aminophenyl)-1H-tetrazole). The yield is 90.9%. Reaction SMILES: [N+:1]([C:4]1[CH:5]=[C:6]([N:10]2[CH:14]=[N:13][N:12]=[N:11]2)[CH:7]=[CH:8][CH:9]=1)([O-])=O>CO>[NH2:1][C:4]1[CH:5]=[C:6]([N:10]2[CH:14]=[N:13][N:12]=[N:11]2)[CH:7]=[CH:8][CH:9]=1. Procedure: To a 2 L pressure vessel was added 1-(3-nitrophenyl)-1H-tetrazole 10 (10.0 g, 52.3 mmol, 1.0 eq.) and methanol (500 mL). The resulting solution was purged with N2 for 5 min. 10% Pd/C (500 mg) was added to the solution and the vessel was placed on a Parr hydrogenator at 50 psi for 3 h. The Pd/C was removed by filtration and the filtrate was concentrated to yield a light gray solid (7.66 g, 91%). LC/MSD (HP Series 1100 MSD) MS (ES+) m/z 162.1 (M+H)+1 1H-NMR, Varian 400 MHz (DMSO-d) δ 9.96 (s, 1H),... Reactants: [I-].N[N+]1=C(C=CC=C1)N (1,2-diaminopyridinium iodide), C1(CCCO1)=O (γ-butyrolactone), C([O-])([O-])=O.[K+].[K+] (potassium carbonate). Conditions: time 8 hour. Product: OCCCC1=NN2C(C=CC=C2)=N1 (2-(3-hydroxypropyl)-s-triazolo[1,5-a]pyridine). RXN SMILES: [I-].[NH2:2][N+:3]1[CH:8]=[CH:7][CH:6]=[CH:5][C:4]=1[NH2:9].[C:10]1(=O)[O:14][CH2:13][CH2:12][CH2:11]1.C(=O)([O-])[O-].[K+].[K+]>>[OH:14][CH2:13][CH2:12][CH2:11][C:10]1[N:9]=[C:4]2[CH:5]=[CH:6][CH:7]=[CH:8][N:3]2[N:2]=1 |f:0.1,3.4.5|. Procedure: A mixture of 24 g of 1,2-diaminopyridinium iodide, 17.2 g of γ-butyrolactone and 57 g of potassium carbonate in 100 ml of diethylcellosolve was refluxed with stirring for 8 hours. The mixture was concentrated under reduced pressure to the residue, which was extracted by hot dichloromethane. The solvent was removed to give crude 2-(3-hydroxypropyl)-s-triazolo[1,5-a]pyridine, which was recrystallized from ethyl acetate to colorless needles (16 g, 90%), mp 71.5°-73° C. Anal. Calcd. for C9H11ON3 : C... Reactants: COC(=O)C(Cc1ccc(-c2ccccc2C#N)cc1)NC(=O)OC(C)(C)C, Cl, C1COCCO1. Product: COC(=O)C(N)Cc1ccc(-c2ccccc2C#N)cc1, Cl. RXN SMILES: [CH3:2][O:3][C:4]([CH:5]([CH2:6][c:7]1[cH:8][cH:9][c:10](-[c:13]2[c:14]([C:19]#[N:20])[cH:15][cH:16][cH:17][cH:18]2)[cH:11][cH:12]1)[NH:21][C:22]([O:23][C:24]([CH3:25])([CH3:26])[CH3:27])=[O:28])=[O:29].[ClH:1].[O:30]1[CH2:31][CH2:32][O:33][CH2:34][CH2:35]1>>[CH3:2][O:3][C:4]([CH:5]([CH2:6][c:7]1[cH:8][cH:9][c:10](-[c:13]2[c:14]([C:19]#[N:20])[cH:15][cH:16][cH:17][cH:18]2)[cH:11][cH:12]1)[NH2:21])=[O:29].[ClH:1]. Reactants: COC(=O)CCc1cccc(CNCc2ccc(-c3nccs3)cc2)c1, Cn1cnc(S(=O)(=O)Cl)c1. Yields the product COC(=O)CCc1cccc(CN(Cc2ccc(-c3nccs3)cc2)S(=O)(=O)c2cn(C)cn2)c1. As a reaction SMILES: [CH3:1][O:2][C:3]([CH2:4][CH2:5][c:6]1[cH:7][c:8]([CH2:12][NH:13][CH2:14][c:15]2[cH:16][cH:17][c:18](-[c:21]3[s:22][cH:23][cH:24][n:25]3)[cH:19][cH:20]2)[cH:9][cH:10][cH:11]1)=[O:26].[CH3:27][n:28]1[cH:29][n:30][c:31]([S:33](=[O:34])(=[O:35])[Cl:36])[cH:32]1>>[CH3:1][O:2][C:3]([CH2:4][CH2:5][c:6]1[cH:7][c:8]([CH2:12][N:13]([CH2:14][c:15]2[cH:16][cH:17][c:18](-[c:21]3[s:22][cH:23][cH:24][n:25]3)[cH:19][cH:20]2)[S:33]([c:31]2[n:30][cH:29][n:28]([CH3:27])[cH:32]2)(=[O:34])=[O:35])[cH:9][cH:10][cH:11]1)=[O:26]. Starting materials: FC=1C=C2C=CC(=[N+](C2=CC1)[O-])C (6-Fluoro-2-methylquinoline N-oxide), C1(=CC=C(C=C1)S(=O)(=O)Cl)C (p-toluenesulfonyl chloride). Run in ClC(C)Cl (dichloroethane). Conditions: temperature 100 celsius. The product is ClCC1=NC2=CC=C(C=C2C=C1)F (2-(Chloromethyl)-6-fluoroquinoline). Yield: 53.4%. Reaction SMILES: [F:1][C:2]1[CH:3]=[C:4]2[C:9](=[CH:10][CH:11]=1)[N+:8]([O-])=[C:7]([CH3:13])[CH:6]=[CH:5]2.C1(C)C=CC(S([Cl:23])(=O)=O)=CC=1>ClC(Cl)C>[Cl:23][CH2:13][C:7]1[CH:6]=[CH:5][C:4]2[C:9](=[CH:10][CH:11]=[C:2]([F:1])[CH:3]=2)[N:8]=1. Procedure: 6-Fluoro-2-methylquinoline N-oxide (2.70 g, 15.25 mmol) was added to a stirring solution of p-toluenesulfonyl chloride (2.9 g, 15.21 mmol) in dichloroethane (100 mL). The reaction mixture was heated to 100° C. overnight under N2, cooled and concentrated, partitioned between 10% K2CO3 /ethyl acetate, dried over MgSO4 and evaporated under reduced pressure to afford a solid. The crude solid was purified by flash chromatography (15:1 hexane/ethyl acetate) to afford 1.59 g (63%) of pure product as an... The reactants are CC=1C(NC(=NC1C)C1=CC=C(C=C1)C)=O (5,6-dimethyl-2-(4-methylphenyl)-3H-pyrimidin-4-one), P(=O)(Cl)(Cl)Cl (phosphorus oxychloride). Product: CC1=NC(=NC(=C1C)Cl)C1=CC=C(C=C1)C (4,5-dimethyl-6-chloro-2-(4-methylphenyl)pyrimidine). RXN SMILES: [CH3:1][C:2]1[C:3](=O)[NH:4][C:5]([C:9]2[CH:14]=[CH:13][C:12]([CH3:15])=[CH:11][CH:10]=2)=[N:6][C:7]=1[CH3:8].P(Cl)(Cl)([Cl:19])=O>>[CH3:8][C:7]1[C:2]([CH3:1])=[C:3]([Cl:19])[N:4]=[C:5]([C:9]2[CH:14]=[CH:13][C:12]([CH3:15])=[CH:11][CH:10]=2)[N:6]=1. Procedure details: A mixture of 5,6-dimethyl-2-(4-methylphenyl)-3H-pyrimidin-4-one (6 g) and phosphorus oxychloride (40 ml) was refluxed for 2 hours. Excess phosphorus oxychloride was removed under reduced pressure, ice added to the residue, and the mixture extracted with methylene chloride, the organic layer washed with brine, dried over sodium sulfate, the solvent evaporated under reduced pressure, to yield 6.2 g of 4,5-dimethyl-6-chloro-2-(4-methylphenyl)pyrimidine, m.p. 165° C.